Dataset: the Open Reaction Database (ORD), a public repository of structured organic reaction records. Task: describe an organic reaction: reactants, conditions, products, and yield Reactants: [Br-] (bromide), COC1=CC=C(C=C1)CN1CCC(CC1)C(=O)OCC (ethyl N-(4-methoxyphenylmethyl)piperidin-4-ylcarboxylate), [Mg] (magnesium), solution, FC(OC1=CC=C(C=C1)Br)(F)F (4-trifluoromethoxyphenyl bromide), [Cl-].[NH4+] (ammonium chloride). The solvent is C(C)OCC (diethyl ether), C(C)OCC (diethyl ether), C(C)OCC (diethyl ether). Conditions: time 30 minute. The product is COC1=CC=C(C=C1)CN1CCC(CC1)C(O)(C1=CC=C(C=C1)OC(F)(F)F)C1=CC=C(C=C1)OC(F)(F)F (N-(4-methoxyphenylmethyl)-4-[bis(4-trifluoromethoxyphenyl)hydroxymethyl]piperidine). Yield: 67.0%. RXN SMILES: [Mg].[F:2][C:3]([F:13])([F:12])[O:4][C:5]1[CH:10]=[CH:9][C:8](Br)=[CH:7][CH:6]=1.[Br-].[CH3:15][O:16][C:17]1[CH:22]=[CH:21][C:20]([CH2:23][N:24]2[CH2:29][CH2:28][CH:27]([C:30]([O:32]CC)=O)[CH2:26][CH2:25]2)=[CH:19][CH:18]=1.[Cl-].[NH4+]>C(OCC)C>[CH3:15][O:16][C:17]1[CH:18]=[CH:19][C:20]([CH2:23][N:24]2[CH2:25][CH2:26][CH:27]([C:30]([C:8]3[CH:7]=[CH:6][C:5]([O:4][C:3]([F:2])([F:12])[F:13])=[CH:10][CH:9]=3)([C:8]3[CH:9]=[CH:10][C:5]([O:4][C:3]([F:13])([F:12])[F:2])=[CH:6][CH:7]=3)[OH:32])[CH2:28][CH2:29]2)=[CH:21][CH:22]=1 |f:4.5|. Procedure: To a stirred mixture of 1.1 grams (0.045 gram-atom) of magnesium turnings in 30 mL of diethyl ether was added dropwise 15 mL of a solution of 11.0 grams (0.045 mole) of 4-trifluoromethoxyphenyl bromide in 30 mL of diethyl ether. Once the reaction had started, the remaining 15 mL of the bromide solution was added portionwise during a 45 minute period. When the reaction subsided, a solution of 5.0 grams (0.018 mole) of ethyl N-(4-methoxyphenylmethyl)piperidin-4-ylcarboxylate in 20 mL of diethyl et... Starting materials: O=CC(OCc1ccccc1)C1COC2(CCCCC2)O1, CCOCC, [Cl-], Cl[Mg]c1ccccc1, [NH4+], C1CCOC1. Product: OC(c1ccccc1)C(OCc1ccccc1)C1COC2(CCCCC2)O1. RXN SMILES: [CH2:1]([c:2]1[cH:3][cH:4][cH:5][cH:6][cH:7]1)[O:8][CH:9]([CH:10]=[O:11])[CH:12]1[O:13][C:14]2([O:15][CH2:16]1)[CH2:17][CH2:18][CH2:19][CH2:20][CH2:21]2.[CH3:32][CH2:33][O:34][CH2:35][CH3:36].[Cl-:30].[Cl:22][Mg:23][c:24]1[cH:25][cH:26][cH:27][cH:28][cH:29]1.[NH4+:31].[O:37]1[CH2:38][CH2:39][CH2:40][CH2:41]1>>[CH2:1]([c:2]1[cH:3][cH:4][cH:5][cH:6][cH:7]1)[O:8][CH:9]([CH:10]([OH:11])[c:24]1[cH:25][cH:26][cH:27][cH:28][cH:29]1)[CH:12]1[O:13][C:14]2([O:15][CH2:16]1)[CH2:17][CH2:18][CH2:19][CH2:20][CH2:21]2. The reactants are O=C1Cc2ccccc2N1, O=[N+]([O-])O, O=S(=O)(O)O. Yields the product O=C1Cc2cc([N+](=O)[O-])ccc2N1. As a reaction SMILES: [NH:1]1[C:2](=[O:10])[CH2:3][c:4]2[cH:5][cH:6][cH:7][cH:8][c:9]21.[OH:11][N+:12]([O-:13])=[O:14].[S:15](=[O:16])(=[O:17])([OH:18])[OH:19]>>[NH:1]1[C:2](=[O:10])[CH2:3][c:4]2[cH:5][c:6]([N+:12](=[O:11])[O-:13])[cH:7][cH:8][c:9]21. The reactants are C(C)OC1=NCCCC1 (2-ethoxy-3,4,5,6-tetrahydropyridine), C1(=CC=CC=C1)C(CC(C)=O)=O (1-phenyl-1,3-butanedione). Reaction conditions: time 32 hour. The product is C1(=CC=CC=C1)C(C(C(C)=O)=C1NCCCC1)=O (1-phenyl-2-(2-piperidinylidene)-1,3-butanedione). Reaction SMILES: C(O[C:4]1[CH2:9][CH2:8][CH2:7][CH2:6][N:5]=1)C.[C:10]1([C:16](=[O:21])[CH2:17][C:18](=[O:20])[CH3:19])[CH:15]=[CH:14][CH:13]=[CH:12][CH:11]=1>>[C:10]1([C:16](=[O:21])[C:17](=[C:4]2[CH2:9][CH2:8][CH2:7][CH2:6][NH:5]2)[C:18](=[O:20])[CH3:19])[CH:15]=[CH:14][CH:13]=[CH:12][CH:11]=1. Procedure: 12.7 g (0.1 mole) of 2-ethoxy-3,4,5,6-tetrahydropyridine and 24.4 g (0.15 mole) of 1-phenyl-1,3-butanedione are mixed and heated together in a nitrogen atmosphere, with stirring, for 32 hours in an oil bath at 100°. The reaction mixture is cooled, and subsequently chromatographed on silica gel with an ethyl acetate/hexane mixture as the eluant. The main fractions are combined and crystallised from ether to obtain 1-phenyl-2-(2-piperidinylidene)-1,3-butanedione in the form of yellow crystals, m.p... Starting materials: ClC=1C=C2C=CNC2=C(C1)Cl (5,7-dichloro-1H-indole), BrCCCCBr (1,4-dibromobutane). Product: BrCCCCN1C=CC2=CC(=CC(=C12)Cl)Cl (1-(4-Bromobutyl)-5,7-dichloro-1H-indole). As a reaction SMILES: [Cl:1][C:2]1[CH:3]=[C:4]2[C:8](=[C:9]([Cl:11])[CH:10]=1)[NH:7][CH:6]=[CH:5]2.[Br:12][CH2:13][CH2:14][CH2:15][CH2:16]Br>>[Br:12][CH2:13][CH2:14][CH2:15][CH2:16][N:7]1[C:8]2[C:4](=[CH:3][C:2]([Cl:1])=[CH:10][C:9]=2[Cl:11])[CH:5]=[CH:6]1. Procedure: The procedure is as for Example 39 using as substrate 5,7-dichloro-1H-indole and 1,4-dibromobutane. Reactants: Nc1cc(Br)ccc1Cl, CCOC(C)=O, ClCCl, O=S(=O)(Cl)c1ccccc1, c1ccncc1. The product is O=S(=O)(Nc1cc(Br)ccc1Cl)c1ccccc1. Reaction SMILES: [Br:1][c:2]1[cH:3][cH:4][c:5]([Cl:9])[c:6]([NH2:7])[cH:8]1.[CH3:26][CH2:27][O:28][C:29]([CH3:30])=[O:31].[Cl:32][CH2:33][Cl:34].[c:10]1([S:16](=[O:17])(=[O:18])[Cl:19])[cH:11][cH:12][cH:13][cH:14][cH:15]1.[cH:20]1[cH:21][cH:22][n:23][cH:24][cH:25]1>>[Br:1][c:2]1[cH:3][cH:4][c:5]([Cl:9])[c:6]([NH:7][S:16]([c:10]2[cH:11][cH:12][cH:13][cH:14][cH:15]2)(=[O:17])=[O:18])[cH:8]1. Reactants: CS(=O)(=O)N(N)C([C@@H](N)CC1=CC=CC=C1)=O (N-(methylsulfonyl)-L-phenylalanine, hydrazide), ClC1=CC2=C(OC3=C(CN2C(=O)Cl)C=CC=C3)C=C1 (8-chlorodibenz[b,f][1,4]-oxazepine-10(11H)-carbonyl chloride). The product is ClC1=CC2=C(OC3=C(CN2C(=O)O)C=CC=C3)C=C1 (8-chlorodibenz[b,f][1,4]oxazepine-10(11H)-carboxylic acid), product. Yield: 42.0%. Reaction SMILES: CS(N(C(=O)[C@H](CC1C=CC=CC=1)N)N)(=O)=[O:3].[Cl:18][C:19]1[CH:36]=[CH:35][C:22]2[O:23][C:24]3[CH:34]=[CH:33][CH:32]=[CH:31][C:25]=3[CH2:26][N:27]([C:28](Cl)=[O:29])[C:21]=2[CH:20]=1>>[Cl:18][C:19]1[CH:36]=[CH:35][C:22]2[O:23][C:24]3[CH:34]=[CH:33][CH:32]=[CH:31][C:25]=3[CH2:26][N:27]([C:28]([OH:3])=[O:29])[C:21]=2[CH:20]=1. Reported procedure: 8-chlorodibenz[b,f][1,4]oxazepine-10(11H)-carboxylic acid, 2,[2-[(methylsulfonyl)amino]-1-oxo-3-phenyl]hydrazide (15) was prepared in the manner described above in Example 5 on a 0.51 mmol scale starting with N-(methylsulfonyl)-L-phenylalanine, hydrazide (14), prepared as described above in Example 14, and 8-chlorodibenz[b,f][1,4]-oxazepine-10(11H)-carbonyl chloride (2), prepared as described above in Example 2, to yield 0.11 g (42%) of product. Starting materials: [BH4-], C=CCOC(=O)N1CC(O)CC1C(=O)OC, CC(C)=O, CCO, [Na+]. Product: C=CCOC(=O)N1CC(O)CC1CO. As a reaction SMILES: [BH4-:1].[CH2:3]([CH:4]=[CH2:5])[O:6][C:7](=[O:8])[N:9]1[CH:10]([C:15](=[O:16])[O:17][CH3:18])[CH2:11][CH:12]([OH:14])[CH2:13]1.[CH3:19][C:20](=[O:21])[CH3:22].[CH3:23][CH2:24][OH:25].[Na+:2]>>[CH2:3]([CH:4]=[CH2:5])[O:6][C:7](=[O:8])[N:9]1[CH:10]([CH2:15][OH:16])[CH2:11][CH:12]([OH:14])[CH2:13]1.